From a dataset of the Open Reaction Database (ORD), a public repository of structured organic reaction records. describe an organic reaction: reactants, conditions, products, and yield Starting materials: COCCOC, COc1cc2c(Nc3ccc4cn[nH]c4c3)c(C#N)cnc2cc1OCCCl, [I-], [Na+], OC1CCNCC1. The product is COc1cc2c(Nc3ccc4cn[nH]c4c3)c(C#N)cnc2cc1OCCN1CCC(O)CC1. Reaction SMILES: [CH3:38][O:39][CH2:40][CH2:41][O:42][CH3:43].[Cl:1][CH2:2][CH2:3][O:4][c:5]1[c:6]([O:27][CH3:28])[cH:7][c:8]2[c:9]([NH:17][c:18]3[cH:19][cH:20][c:21]4[cH:22][n:23][nH:24][c:25]4[cH:26]3)[c:10]([C:15]#[N:16])[cH:11][n:12][c:13]2[cH:14]1.[I-:37].[Na+:36].[OH:29][CH:30]1[CH2:31][CH2:32][NH:33][CH2:34][CH2:35]1>>[CH2:2]([CH2:3][O:4][c:5]1[c:6]([O:27][CH3:28])[cH:7][c:8]2[c:9]([NH:17][c:18]3[cH:19][cH:20][c:21]4[cH:22][n:23][nH:24][c:25]4[cH:26]3)[c:10]([C:15]#[N:16])[cH:11][n:12][c:13]2[cH:14]1)[N:33]1[CH2:32][CH2:31][CH:30]([OH:29])[CH2:35][CH2:34]1. The reactants are O=C1CN(C(=O)OCc2ccccc2)C2CCCN12, CO, [Pd]. Product: O=C1CNC2CCCN12. RXN SMILES: [CH2:1]([O:2][C:3](=[O:4])[N:11]1[CH:12]2[N:13]([C:14](=[O:16])[CH2:15]1)[CH2:17][CH2:18][CH2:19]2)[c:5]1[cH:6][cH:7][cH:8][cH:9][cH:10]1.[CH3:20][OH:21].[Pd:22]>>[NH:11]1[CH:12]2[N:13]([C:14](=[O:16])[CH2:15]1)[CH2:17][CH2:18][CH2:19]2. Reactants: BrB(Br)Br, ClCCl, COc1ccc(Cl)cc1-c1cccc(C#N)c1. Product: N#Cc1cccc(-c2cc(Cl)ccc2O)c1. Reaction SMILES: [B:1]([Br:2])([Br:3])[Br:4].[Cl:22][CH2:23][Cl:24].[Cl:5][c:6]1[cH:7][cH:8][c:9]([O:20][CH3:21])[c:10](-[c:12]2[cH:13][c:14]([C:18]#[N:19])[cH:15][cH:16][cH:17]2)[cH:11]1>>[Cl:5][c:6]1[cH:7][cH:8][c:9]([OH:20])[c:10](-[c:12]2[cH:13][c:14]([C:18]#[N:19])[cH:15][cH:16][cH:17]2)[cH:11]1. The reactants are ClC=1C=C(C=CC1Cl)S(=O)(=O)Cl (3,4-dichlorobenzenesulfonyl chloride), NC=1C=C(C(=O)NC2=CC=CC=C2)C=CC1OC (3-amino-4-methoxy-N-phenyl-benzamide). Run in N1=CC=CC=C1 (pyridine). Product: ClC=1C=C(C=CC1Cl)S(=O)(=O)NC=1C=C(C(=O)NC2=CC=CC=C2)C=CC1OC (3-(3,4-Dichloro-benzenesulfonylamino)-4-methoxy-N-phenyl-benzamide). The yield is 92.7%. As a reaction SMILES: [Cl:1][C:2]1[CH:3]=[C:4]([S:9](Cl)(=[O:11])=[O:10])[CH:5]=[CH:6][C:7]=1[Cl:8].[NH2:13][C:14]1[CH:15]=[C:16]([CH:26]=[CH:27][C:28]=1[O:29][CH3:30])[C:17]([NH:19][C:20]1[CH:25]=[CH:24][CH:23]=[CH:22][CH:21]=1)=[O:18]>N1C=CC=CC=1>[Cl:1][C:2]1[CH:3]=[C:4]([S:9]([NH:13][C:14]2[CH:15]=[C:16]([CH:26]=[CH:27][C:28]=2[O:29][CH3:30])[C:17]([NH:19][C:20]2[CH:25]=[CH:24][CH:23]=[CH:22][CH:21]=2)=[O:18])(=[O:11])=[O:10])[CH:5]=[CH:6][C:7]=1[Cl:8]. Procedure: Prepared according to the procedure described for Example 121 using 3,4-dichlorobenzenesulfonyl chloride (2.45 g, 10 mmol), 3-amino-4-methoxy-N-phenyl-benzamide (2.43 g, 10 mmol) and pyridine (25 mL) to afford the product (4.183 g); m.p. 191-193° C. after trituration in hexanes/ethyl acetate (1:1). Reactants: O[C@H]([C@@H](COC1=CC2=CC=CC=C2C=C1)N1C=NC(=C1)C(=O)OCC)C (ethyl 1-{(1R,2S)-2-hydroxy-1-[(2-naphthyloxy)methyl]propyl}-1H-imidazole-4-carboxylate), [OH-].[NH4+] (ammonium hydroxide), COCCOC (1,2-dimethoxyethane), stainless steel. Product: C(C)C=1N(C=C(N1)C(=O)N)[C@@H]([C@H](C)O)COC1=CC2=CC=CC=C2C=C1 (ethyl 1-{(1R,2S)-2-hydroxy-1-[(2-naphthyloxy)methyl)propyl}-1H-imidazole-4-carboxamide). RXN SMILES: [OH:1][C@@H:2]([CH3:26])[C@H:3]([N:16]1[CH:20]=[C:19]([C:21](OCC)=[O:22])[N:18]=[CH:17]1)[CH2:4][O:5][C:6]1[CH:15]=[CH:14][C:13]2[C:8](=[CH:9][CH:10]=[CH:11][CH:12]=2)[CH:7]=1.[OH-].[NH4+:28].CO[CH2:31][CH2:32]OC>>[CH2:31]([C:17]1[N:16]([C@H:3]([CH2:4][O:5][C:6]2[CH:15]=[CH:14][C:13]3[C:8](=[CH:9][CH:10]=[CH:11][CH:12]=3)[CH:7]=2)[C@@H:2]([OH:1])[CH3:26])[CH:20]=[C:19]([C:21]([NH2:28])=[O:22])[N:18]=1)[CH3:32] |f:1.2|. Procedure details: A mixture of ethyl 1-{(1R,2S)-2-hydroxy-1-[(2-naphthyloxy)methyl]propyl}-1H-imidazole-4-carboxylate (0.25 g), 28% ammonium hydroxide (14 mL) and 1,2-dimethoxyethane (7 mL) was heated at 100° C. in the stainless steel bottle for 24 hours. After cooling, the reaction mixture was concentrated in vacuo and the residue was purified by column chromatography on silica gel (gradient elution; 20:1 to 10:1 chloroform-methanol) to give the product, which was recrystallized from 5:1 ethyl acetate-ethanol (6... Starting materials: Br (Hydrogen bromide), solution, ClC1=CN=CC(=N1)C1CN2CCC1CC2 (3-(6-chloropyrazin-2-yl)-1-azabicyclo[2.2.2]octane), C(C)(=O)O (acetic acid), C([O-])([O-])=O.[K+].[K+] (potassium carbonate), C([O-])([O-])=O.[K+].[K+] (potassium carbonate). Reaction conditions: time 3.5 day. The product is C(C(=O)O)(=O)O.BrC1=CN=CC(=N1)C1CN2CCC1CC2.C(C(=O)O)(=O)O.C(C(=O)O)(=O)O.BrC2=CN=CC(=N2)C2CN1CCC2CC1 (3-(6-Bromopyrazin- 2-yl)-1-azabicyclo[2.2.2]octane Sesquioxalate), free base. Yield: 39.0%. Reaction SMILES: [BrH:1].Cl[C:3]1[N:8]=[C:7]([CH:9]2[CH:14]3[CH2:15][CH2:16][N:11]([CH2:12][CH2:13]3)[CH2:10]2)[CH:6]=[N:5][CH:4]=1.[C:17](=[O:20])([O-:19])[O-].[K+].[K+].[C:23]([OH:26])(=[O:25])C>>[C:23]([OH:26])(=[O:25])[C:17]([OH:19])=[O:20].[Br:1][C:3]1[N:8]=[C:7]([CH:9]2[CH:14]3[CH2:15][CH2:16][N:11]([CH2:12][CH2:13]3)[CH2:10]2)[CH:6]=[N:5][CH:4]=1.[C:23]([OH:26])(=[O:25])[C:17]([OH:19])=[O:20].[C:23]([OH:26])(=[O:25])[C:17]([OH:19])=[O:20].[Br:1][C:3]1[N:8]=[C:7]([CH:9]2[CH:14]3[CH2:15][CH2:16][N:11]([CH2:12][CH2:13]3)[CH2:10]2)[CH:6]=[N:5][CH:4]=1 |f:2.3.4,6.7.8.9.10|. Procedure: Hydrogen bromide in acetic acid (5.0 mL of a 30% solution) was added to 3-(6-chloropyrazin-2-yl)-1-azabicyclo[2.2.2]octane (613 mg, 2.74 mmol; EPA 327155) and the solution was stirred at room temperature for 3.5 days. The mixture was poured into 0.5M potassium carbonate (75 mL) then further basified with solid potassium carbonate and extracted with dichloromethane (five times). The solvent was evaporated and the residue redissolved in hydrogen bromide/acetic acid (5.0 mL) and left stirring for 1... Starting materials: C1(CCCCC1)C1=CC=C(C(=O)N2CC=3N(CC4=C2C=CC=C4)C=CC3)C=C1 (10-(4-Cyclohexyl-benzoyl)-10,11-dihydro-5H-pyrrolo[2,1-c][1.4]benzodiazepine), C(C)(=O)OC=O (formic acetic anhydride). Run in ClCCl (dichloromethane). Reaction conditions: time 8 hour. The product is C1(CCCCC1)C1=CC=C(C(=O)N2CC=3N(CC4=C2C=CC=C4)C(=CC3)C=O)C=C1 (10-(4-Cyclohexyl-benzoyl)-10,11-dihydro-5H-pyrrolo[2,1-c][1,4]benzodiazepine-3-carbaldehyde). RXN SMILES: [CH:1]1([C:7]2[CH:28]=[CH:27][C:10]([C:11]([N:13]3[C:19]4[CH:20]=[CH:21][CH:22]=[CH:23][C:18]=4[CH2:17][N:16]4[CH:24]=[CH:25][CH:26]=[C:15]4[CH2:14]3)=[O:12])=[CH:9][CH:8]=2)[CH2:6][CH2:5][CH2:4][CH2:3][CH2:2]1.[C:29](OC=O)(=[O:31])C>ClCCl>[CH:1]1([C:7]2[CH:28]=[CH:27][C:10]([C:11]([N:13]3[C:19]4[CH:20]=[CH:21][CH:22]=[CH:23][C:18]=4[CH2:17][N:16]4[C:24]([CH:29]=[O:31])=[CH:25][CH:26]=[C:15]4[CH2:14]3)=[O:12])=[CH:9][CH:8]=2)[CH2:2][CH2:3][CH2:4][CH2:5][CH2:6]1. Procedure details: 10-(4-Cyclohexyl-benzoyl)-10,11-dihydro-5H-pyrrolo[2,1-c][1.4]benzodiazepine of Example 4 (1.065 g) in dichloromethane (50 mL) was reacted with formic acetic anhydride. After stirring at room temperature overnight, the reaction mixture was washed with water and saturated aqueous sodium bicabonate, dried over anhydrous sodium sulfate and evaporated to dryness. The residue was filtered through a short column of Magnesol® to provide the desired title compound which was used as such in the next step... The reactants are BrBr (bromine), NC=1C=CC2=C(C(=NC(C(N2C)=O)CC)C2=C(C=CC=C2)F)C1 (rac-7-amino-3-ethyl-5-(o-fluorophenyl)-1,3-dihydro-1-methyl-2H-1,4-benzodiazepin-2-one), BrBr (bromine). The solvent is C(C)(=O)O (acetic acid). Conditions: temperature 10 celsius, time 10 minute. Yields the product NC=1C=CC2=C(C(=NC(C(N2C)=O)CC)C2=C(C=CC=C2)F)C1Br (rac-7-amino-3-ethyl-6-bromo-5-(o-fluorophenyl)-1,3-dihydro-1-methyl-2H-1,4-benzodiazepin-2-one). RXN SMILES: [NH2:1][C:2]1[CH:3]=[CH:4][C:5]2[N:11]([CH3:12])[C:10](=[O:13])[CH:9]([CH2:14][CH3:15])[N:8]=[C:7]([C:16]3[CH:21]=[CH:20][CH:19]=[CH:18][C:17]=3[F:22])[C:6]=2[CH:23]=1.[Br:24]Br>C(O)(=O)C>[NH2:1][C:2]1[CH:3]=[CH:4][C:5]2[N:11]([CH3:12])[C:10](=[O:13])[CH:9]([CH2:14][CH3:15])[N:8]=[C:7]([C:16]3[CH:21]=[CH:20][CH:19]=[CH:18][C:17]=3[F:22])[C:6]=2[C:23]=1[Br:24]. Procedure details: 9.3 g (0.03 M) of rac-7-amino-3-ethyl-5-(o-fluorophenyl)-1,3-dihydro-1-methyl-2H-1,4-benzodiazepin-2-one are dissolved in 80 ml of glacial acetic acid. The solution is cooled to 10° C., treated dropwise with 5 g (1.62 ml) of bromine, stirred at 10° C. for a further 10 minutes after the addition of bromine and then concentrated. The residue is treated with a mixture of ice and 10% sodium bicarbonate solution, extracted with methylene chloride and the extract is dried over sodium sulphate, filtere... The reactants are CC(O)c1c(F)ccc(Cl)c1Cl, O=[N+]([O-])c1ccc(F)c(F)c1, [H-], [Na+]. The product is CC(Oc1ccc([N+](=O)[O-])cc1F)c1c(F)ccc(Cl)c1Cl. Reaction SMILES: [Cl:3][c:4]1[c:5]([CH:12]([CH3:13])[OH:14])[c:6]([F:11])[cH:7][cH:8][c:9]1[Cl:10].[F:15][c:16]1[c:17]([F:25])[cH:18][c:19]([N+:22](=[O:23])[O-:24])[cH:20][cH:21]1.[H-:1].[Na+:2]>>[Cl:3][c:4]1[c:5]([CH:12]([CH3:13])[O:14][c:16]2[c:17]([F:25])[cH:18][c:19]([N+:22](=[O:23])[O-:24])[cH:20][cH:21]2)[c:6]([F:11])[cH:7][cH:8][c:9]1[Cl:10]. The yield is 35.9%. Reaction SMILES: Br[C:2]1[CH:7]=[C:6]([F:8])[C:5]([Br:9])=[CH:4][C:3]=1[F:10].[Cl:11][C:12]1[N:17]=[CH:16][C:15]([C:18](N(C)OC)=[O:19])=[CH:14][CH:13]=1.[Cl-].[NH4+]>C1COCC1.[Li]CCCC.CCCCCC>[Br:9][C:5]1[C:6]([F:8])=[CH:7][C:2]([C:18]([C:15]2[CH:16]=[N:17][C:12]([Cl:11])=[CH:13][CH:14]=2)=[O:19])=[C:3]([F:10])[CH:4]=1 |f:2.3|. Reaction conditions: temperature -78 celsius, time 20 minute. Yields the product BrC1=CC(=C(C=C1F)C(=O)C=1C=NC(=CC1)Cl)F ((4-Bromo-2,5-difluorophenyl)(6-chloro-3-pyridinyl)methanone). The solvent is C1CCOC1 (THF), C1CCOC1 (THF), [Li]CCCC (n-BuLi), CCCCCC (hexane). The reactants are ClC1=CC=C(C=N1)C(=O)N(OC)C (6-chloro-N-methyl-N-(methyloxy)-3-pyridinecarboxamide), BrC1=C(C=C(C(=C1)F)Br)F (1,4-dibromo-2,5-difluorobenzene), [Cl-].[NH4+] (ammonium chloride). Reported procedure: A mixture of 1,4-dibromo-2,5-difluorobenzene (1.36 g) in anhydrous THF (20 ml) and 1.6M n-BuLi in hexane (3.43 ml) was stirred at −78° C. under nitrogen for 20 min. The reaction mixture was added to 6-chloro-N-methyl-N-(methyloxy)-3-pyridinecarboxamide (0.921 g) in THF (20 ml) and stirred at −78° C. The mixture was then stirred at −70° C. for 30 min allowed to warm to room temperature then cooled again to −70° C. and treated with 10% aqueous ammonium chloride. The reaction mixture was warmed to ...